From a dataset of the Open Reaction Database (ORD), a public repository of structured organic reaction records. describe an organic reaction: reactants, conditions, products, and yield The reactants are Cc1cc(Br)cc([N+](=O)[O-])c1O, CO, Cl, O, O, Cl[Sn](Cl)(Cl)Cl. Product: Cc1cc(Br)cc(N)c1O. RXN SMILES: [Br:1][c:2]1[cH:3][c:4]([CH3:12])[c:5]([OH:11])[c:6]([N+:8]([O-:9])=[O:10])[cH:7]1.[CH3:21][OH:22].[ClH:13].[OH2:14].[OH2:15].[Sn:16]([Cl:17])([Cl:18])([Cl:19])[Cl:20]>>[Br:1][c:2]1[cH:3][c:4]([CH3:12])[c:5]([OH:11])[c:6]([NH2:8])[cH:7]1. The reactants are ClCCCl, C=CCC(C)(C)COC(=O)NC(C(=O)O)C(C)(C)C, CCOC(C)=O, C=Cc1cccc2c1CN(C(=O)OC1CNC(C(=O)OC)C1)C2, CCN(C(C)C)C(C)C, Cl, [Na+], O=C([O-])O, CN(C)C=O, On1nnc2ccccc21. The product is C=CCC(C)(C)COC(=O)NC(C(=O)N1CC(OC(=O)N2Cc3cccc(C=C)c3C2)CC1C(=O)OC)C(C)(C)C. RXN SMILES: [CH2:44]([Cl:45])[CH2:46][Cl:47].[CH3:25][C:26]([CH2:27][O:28][C:29](=[O:30])[NH:31][CH:32]([C:33]([CH3:34])([CH3:35])[CH3:36])[C:37](=[O:38])[OH:39])([CH2:40][CH:41]=[CH2:42])[CH3:43].[CH3:72][CH2:73][O:74][C:75](=[O:76])[CH3:77].[CH:2](=[CH2:3])[c:4]1[c:5]2[c:9]([cH:10][cH:11][cH:12]1)[CH2:8][N:7]([C:13](=[O:14])[O:15][CH:16]1[CH2:17][NH:18][CH:19]([C:21](=[O:22])[O:23][CH3:24])[CH2:20]1)[CH2:6]2.[CH:58]([N:59]([CH2:60][CH3:61])[CH:62]([CH3:63])[CH3:64])([CH3:65])[CH3:66].[ClH:1].[Na+:82].[O-:78][C:79]([OH:80])=[O:81].[O:67]=[CH:68][N:69]([CH3:70])[CH3:71].[OH:48][n:49]1[c:50]2[c:51]([cH:52][cH:53][cH:54][cH:55]2)[n:56][n:57]1>>[CH:2](=[CH2:3])[c:4]1[c:5]2[c:9]([cH:10][cH:11][cH:12]1)[CH2:8][N:7]([C:13](=[O:14])[O:15][CH:16]1[CH2:17][N:18]([C:37]([CH:32]([NH:31][C:29]([O:28][CH2:27][C:26]([CH3:25])([CH2:40][CH:41]=[CH2:42])[CH3:43])=[O:30])[C:33]([CH3:34])([CH3:35])[CH3:36])=[O:38])[CH:19]([C:21](=[O:22])[O:23][CH3:24])[CH2:20]1)[CH2:6]2. The reactants are C1(CCCC1)C=C(C1=CC=C(C=C1)S(=O)(=O)C)C1=CC=2C(=NC=C(C2)OCCO)N1 (2-{2-[2-cyclopentyl-1-(4-methanesulfonyl-phenyl)-vinyl]-1H-pyrrolo[2,3-b]pyridin-5-yloxy}-ethanol). Reagents/catalysts: [Pd] (palladium on activated carbon). Solvent: CO (methanol). Conditions: temperature 50 celsius. Product: C1(CCCC1)CC(C1=CC=C(C=C1)S(=O)(=O)C)C1=CC=2C(=NC=C(C2)OCCO)N1 (2-{2-[2-cyclopentyl-1-(4-methanesulfonyl-phenyl)-ethyl]-1H-pyrrolo[2,3-b]pyridin-5-yloxy}-ethanol). Yield: 51.0%. RXN SMILES: [CH:1]1([CH:6]=[C:7]([C:18]2[NH:30][C:21]3=[N:22][CH:23]=[C:24]([O:26][CH2:27][CH2:28][OH:29])[CH:25]=[C:20]3[CH:19]=2)[C:8]2[CH:13]=[CH:12][C:11]([S:14]([CH3:17])(=[O:16])=[O:15])=[CH:10][CH:9]=2)[CH2:5][CH2:4][CH2:3][CH2:2]1>[Pd].CO>[CH:1]1([CH2:6][CH:7]([C:18]2[NH:30][C:21]3=[N:22][CH:23]=[C:24]([O:26][CH2:27][CH2:28][OH:29])[CH:25]=[C:20]3[CH:19]=2)[C:8]2[CH:13]=[CH:12][C:11]([S:14]([CH3:17])(=[O:16])=[O:15])=[CH:10][CH:9]=2)[CH2:5][CH2:4][CH2:3][CH2:2]1. Procedure: A mixture of 2-{2-[2-cyclopentyl-1-(4-methanesulfonyl-phenyl)-vinyl]-1H-pyrrolo[2,3-b]pyridin-5-yloxy}-ethanol (460 mg, 1.08 mmol) and 10% palladium on activated carbon (100 mg) in methanol (200 mL) was heated at 50° C. under hydrogen (50 psi) for 6 h. The mixture was cooled to room temperature before the catalyst was removed by filtration. The filtrate was concentrated in vacuo and purified using a Waters automated flash system (column: Xterra 30 mm×100 mm, sample manager 2767, pump 2525, detec... The reactants are C1(CCCC1)OC=1C=C(C=CC1OC)C1=CC(=C(N1)CO)C(=O)OCC (ethyl 5-(3-cyclopentoxy-4-methoxyphenyl)-2-hydroxymethyl-1H-pyrrol-3-carboxylate). Reagents/catalysts: [O-2].[O-2].[Mn+4] (manganese dioxide). Run in ClCCl (dichloromethane). Conditions: time 1.2 hour. Yields the product C1(CCCC1)OC=1C=C(C=CC1OC)C1=CC(=C(N1)C=O)C(=O)OCC (Ethyl 5-(3-cyclopentoxy-4-methoxyphenyl)-2-formyl-1H-pyrrol-3-carboxylate). The yield is 97.9%. RXN SMILES: [CH:1]1([O:6][C:7]2[CH:8]=[C:9]([C:15]3[NH:19][C:18]([CH2:20][OH:21])=[C:17]([C:22]([O:24][CH2:25][CH3:26])=[O:23])[CH:16]=3)[CH:10]=[CH:11][C:12]=2[O:13][CH3:14])[CH2:5][CH2:4][CH2:3][CH2:2]1>[O-2].[O-2].[Mn+4].ClCCl>[CH:1]1([O:6][C:7]2[CH:8]=[C:9]([C:15]3[NH:19][C:18]([CH:20]=[O:21])=[C:17]([C:22]([O:24][CH2:25][CH3:26])=[O:23])[CH:16]=3)[CH:10]=[CH:11][C:12]=2[O:13][CH3:14])[CH2:2][CH2:3][CH2:4][CH2:5]1 |f:1.2.3|. Procedure: To 30 ml of dichloromethane solution containing 1.08 g (3.0 mmol) of ethyl 5-(3-cyclopentoxy-4-methoxyphenyl)-2-hydroxymethyl-1H-pyrrol-3-carboxylate obtained in Reference example 47-(d) was added 3.13 g (36 mmol) of manganese dioxide, and the mixture was stirred at room temperature for 1.2 hours. After completion of the reaction, the reaction suspension was filtered through Celite, and the obtained filtrate was concentrated under reduced pressure to obtain 1.05 g of the title compound as a yell...